From a dataset of the Open Reaction Database (ORD), a public repository of structured organic reaction records. describe an organic reaction: reactants, conditions, products, and yield The reactants are CC(C)(C)OC(=O)N(Cc1ccccc1Cl)c1ccc(C=O)c(F)n1, CC(C)[Mg+], [Cl-], C1CCOC1, O, COc1ncnc2c1c(I)cn2S(=O)(=O)c1ccccc1. Product: COc1ncnc2c1c(C(O)c1ccc(N(Cc3ccccc3Cl)C(=O)OC(C)(C)C)nc1F)cn2S(=O)(=O)c1ccccc1. Reaction SMILES: [C:27]([CH3:28])([CH3:29])([CH3:30])[O:31][C:32]([N:33]([c:34]1[n:35][c:36]([F:42])[c:37]([CH:40]=[O:41])[cH:38][cH:39]1)[CH2:43][c:44]1[c:45]([Cl:50])[cH:46][cH:47][cH:48][cH:49]1)=[O:51].[CH:23]([Mg+:24])([CH3:25])[CH3:26].[Cl-:22].[O:53]1[CH2:54][CH2:55][CH2:56][CH2:57]1.[OH2:52].[c:1]1([S:7](=[O:8])(=[O:9])[n:10]2[cH:11][c:12]([I:21])[c:13]3[c:14]2[n:15][cH:16][n:17][c:18]3[O:19][CH3:20])[cH:2][cH:3][cH:4][cH:5][cH:6]1>>[c:1]1([S:7](=[O:8])(=[O:9])[n:10]2[cH:11][c:12]([CH:40]([c:37]3[c:36]([F:42])[n:35][c:34]([N:33]([C:32]([O:31][C:27]([CH3:28])([CH3:29])[CH3:30])=[O:51])[CH2:43][c:44]4[c:45]([Cl:50])[cH:46][cH:47][cH:48][cH:49]4)[cH:39][cH:38]3)[OH:41])[c:13]3[c:14]2[n:15][cH:16][n:17][c:18]3[O:19][CH3:20])[cH:2][cH:3][cH:4][cH:5][cH:6]1.